This data is from the Open Reaction Database (ORD), a public repository of structured organic reaction records. The task is: describe an organic reaction: reactants, conditions, products, and yield Reactants: C(C)N(C(C=C)=O)CC (N,N-diethyl acrylamide), C(C=C)(=O)N1CCOCC1 (N-acryloylmorpholine), C(C)(C)(CC)O (t-amyl alcohol), N(=NC(C)(C)C=1NCCN1)C(C)(C)C=1NCCN1 (VA-061). Reaction conditions: time 1 hour. Product: C(C)N(C(C=C)=O)CC.C(C=C)(=O)N1CCOCC1 (N,N-Diethyl Acrylamide Acryloylmorpholine). As a reaction SMILES: [CH2:1]([N:3]([CH2:8][CH3:9])[C:4](=[O:7])[CH:5]=[CH2:6])[CH3:2].[C:10]([N:14]1[CH2:19][CH2:18][O:17][CH2:16][CH2:15]1)(=[O:13])[CH:11]=[CH2:12].C(O)(CC)(C)C.N(C(C1NCCN=1)(C)C)=NC(C1NCCN=1)(C)C>>[CH2:1]([N:3]([CH2:8][CH3:9])[C:4](=[O:7])[CH:5]=[CH2:6])[CH3:2].[C:10]([N:14]1[CH2:19][CH2:18][O:17][CH2:16][CH2:15]1)(=[O:13])[CH:11]=[CH2:12] |f:4.5|. Reported procedure: In a 300 mL three-necked flask, N,N-diethyl acrylamide (12.71 g, 0.100 mol), N-acryloylmorpholine (14.12 g, 0.100 mol), t-amyl alcohol (63.20 g), a polymerization initiator VA-061 (Wako Pure Chemical Industries, Ltd., 0.0310 g, 0.124 mmol) were charged, and then equipped with a three-way stop-cock, a reflux condenser tube, a thermometer and a mechanical stirrer. The concentration of the monomer was 30% by weight. After degassing inside the three-necked flask using a vacuum pump and repeating rep... The reactants are C(=O)(OC(C)(C)C)N1[C@H](C(=O)O)CCC1 (BOC-L-proline), NC1=C(C(=O)O)C=CC=C1C(F)(F)F (2-amino-3-trifluoromethylbenzoic acid). Run in C(Cl)Cl (methylene chloride), CN1CCOCC1 (N-methyl-morpholine), ClC(=O)OCC(C)C (isobutyl chloroformate), C(Cl)Cl (methylene chloride), C(Cl)Cl (methylene chloride), CN1CCOCC1 (N-methyl-morpholine). Yields the product O=C1OC(=NC2=C1C=CC=C2C(F)(F)F)[C@H]2N(CCC2)C(=O)OC(C)(C)C (1,1-dimethylethyl (2S) 2-[4-oxo-8-(trifluoromethyl)-4H-3,1-benzoxazin-2-yl]-1-pyrrolidine carboxylate). RXN SMILES: [C:1]([N:8]1[CH2:15][CH2:14][CH2:13][C@H:9]1[C:10]([OH:12])=O)([O:3][C:4]([CH3:7])([CH3:6])[CH3:5])=[O:2].[NH2:16][C:17]1[C:25]([C:26]([F:29])([F:28])[F:27])=[CH:24][CH:23]=[CH:22][C:18]=1[C:19](O)=[O:20]>C(Cl)Cl.CN1CCOCC1.ClC(OCC(C)C)=O>[O:20]=[C:19]1[C:18]2[CH:22]=[CH:23][CH:24]=[C:25]([C:26]([F:27])([F:28])[F:29])[C:17]=2[N:16]=[C:10]([C@@H:9]2[CH2:13][CH2:14][CH2:15][N:8]2[C:1]([O:3][C:4]([CH3:5])([CH3:6])[CH3:7])=[O:2])[O:12]1. Procedure: Using the procedure of Step A of Example 7, a solution of 16.14 ml of BOC-L-proline in 150 ml of methylene chloride, 20.6 ml of N-methyl-morpholine, 19.5 ml of isobutyl chloroformate in 75 ml of methylene chloride and 15.4 g of 2-amino-3-trifluoromethylbenzoic acid in 150 ml of methylene chloride and 8.3 ml of N-methyl-morpholine were reacted for 20 hours. The mixture was extracted with methylene chloride and the residue was chromatographed on silica gel and was eluted with methylene chloride to... Reactants: NC=1C(=C(CC=2C(OC3=C(C2C)C=CC(=C3)OC=3SC=CN3)=O)C=CC1)F (3-(3-amino-2-fluorobenzyl)-4-methyl-7-(thiazol-2-yloxy)-2-oxo-2H-1-benzopyran), C(C1=CC=CC=C1)=O (benzaldehyde), resultant suspension. The solvent is CO (Methanol). Product: FC1=C(CC=2C(OC3=C(C2C)C=CC(=C3)OC=3SC=CN3)=O)C=CC=C1\N=C/C1=CC=CC=C1 (2-Fluoro-3-{[1-phenyl-meth-(Z)-ylidene]-amino}-benzyl-4-methyl-7-(thiazol-2-yloxy)-2-oxo-2H-1-benzopyran). RXN SMILES: [NH2:1][C:2]1[C:3]([F:27])=[C:4]([CH:24]=[CH:25][CH:26]=1)[CH2:5][C:6]1[C:7](=[O:23])[O:8][C:9]2[CH:16]=[C:15]([O:17][C:18]3[S:19][CH:20]=[CH:21][N:22]=3)[CH:14]=[CH:13][C:10]=2[C:11]=1[CH3:12].[CH:28](=O)[C:29]1[CH:34]=[CH:33][CH:32]=[CH:31][CH:30]=1>CO>[F:27][C:3]1[C:2](/[N:1]=[CH:28]\[C:29]2[CH:34]=[CH:33][CH:32]=[CH:31][CH:30]=2)=[CH:26][CH:25]=[CH:24][C:4]=1[CH2:5][C:6]1[C:7](=[O:23])[O:8][C:9]2[CH:16]=[C:15]([O:17][C:18]3[S:19][CH:20]=[CH:21][N:22]=3)[CH:14]=[CH:13][C:10]=2[C:11]=1[CH3:12]. Procedure details: Methanol (4.0 mL) was added to 3-(3-amino-2-fluorobenzyl)-4-methyl-7-(thiazol-2-yloxy)-2-oxo-2H-1-benzopyran (compound 1h-3-4) (200 mg), and benzaldehyde (0.053 mL) was added to the resultant suspension while stirring at room temperature. The suspension was heated under reflux for 3 hours. The reaction solution was then cooled to room temperature, and the solvent was distilled away under reduced pressure. The resultant residue was purified by silica gel chromatography (amino gel) (dichloromethan... Procedure details: N-[(5Z)-5-({3-Chloro-1-[4-chloro-2-(trifluoromethyl)benzyl]-1H-indazol-5-yl}methylidene)-2,4-dioxo-1,3-thiazolidin-3-yl]methanesulfonamide was prepared from N-(2,4-dioxo-thiazolidin-3-yl)-methanesulfonamide (from Example 360) and 1-[4-chloro-2-(trifluoromethyl)benzyl]-3-chloro-1H-indazol-5-carbaldehyde (from Example 287) following General Procedure F. As a reaction SMILES: [O:1]=[C:2]1[N:6]([NH:7][S:8]([CH3:11])(=[O:10])=[O:9])[C:5](=[O:12])[CH2:4][S:3]1.[Cl:13][C:14]1[CH:42]=[CH:41][C:17]([CH2:18][N:19]2[C:27]3[C:22](=[CH:23][C:24](/[CH:28]=C4/C(=O)N(CC(O)=O)C(=O)S/4)=[CH:25][CH:26]=3)[C:21]([Cl:40])=[N:20]2)=[C:16]([C:43]([F:46])([F:45])[F:44])[CH:15]=1>>[Cl:40][C:21]1[C:22]2[C:27](=[CH:26][CH:25]=[C:24](/[CH:28]=[C:4]3/[C:5](=[O:12])[N:6]([NH:7][S:8]([CH3:11])(=[O:10])=[O:9])[C:2](=[O:1])[S:3]/3)[CH:23]=2)[N:19]([CH2:18][C:17]2[CH:41]=[CH:42][C:14]([Cl:13])=[CH:15][C:16]=2[C:43]([F:44])([F:45])[F:46])[N:20]=1. The product is ClC1=NN(C2=CC=C(C=C12)\C=C/1\C(N(C(S1)=O)NS(=O)(=O)C)=O)CC1=C(C=C(C=C1)Cl)C(F)(F)F (N-[(5Z)-5-({3-Chloro-1-[4-chloro-2-(trifluoromethyl)benzyl]-1H-indazol-5-yl}methylidene)-2,4-dioxo-1,3-thiazolidin-3-yl]methanesulfonamide). Reactants: O=C1SCC(N1NS(=O)(=O)C)=O (N-(2,4-dioxo-thiazolidin-3-yl)-methanesulfonamide), ClC1=CC(=C(CN2N=C(C3=CC(=CC=C23)\C=C/2\C(N(C(S2)=O)CC(=O)O)=O)Cl)C=C1)C(F)(F)F ([(5Z)-5-({1-[4-Chloro-2-(trifluoromethyl)benzyl]-3-chloro-1H-indazol-5-yl}methylidene)-2,4-dioxo-1,3-thiazolidin-3-yl]acetic acid). Reactants: ClC=1SC=CC1CON1C(C=2C(C1=O)=CC=CC2)=O (N-(2-chlorothien-3-yl)methoxyphthalimide), NN (hydrazine). The solvent is C(C)O (ethanol). The product is ClC=1SC=CC1CON (O-[(2-chlorothien-3-yl)methyl]hydroxylamine). Reaction SMILES: [Cl:1][C:2]1[S:3][CH:4]=[CH:5][C:6]=1[CH2:7][O:8][N:9]1C(=O)C2=CC=CC=C2C1=O.NN>C(O)C>[Cl:1][C:2]1[S:3][CH:4]=[CH:5][C:6]=1[CH2:7][O:8][NH2:9]. Procedure details: 44 gms (0.15 mol) of N-(2-chlorothien-3-yl)methoxyphthalimide was mixed with 5.8 gms (0.17 mol) of 95% hydrazine in 600 mls of ethanol and refluxed for 2 hours. After cooling to room temperature, the solution was filtered, and the filtrate was concentrated under reduced pressure. The residue was treated with methylene chloride, filtered, and concentrated again under reduced pressure, affording O-[(2-chlorothien-3-yl)methyl]hydroxylamine. The reactants are O (water), C(C(O)C(O)C(=O)O)(=O)O (tartaric acid), CC[C@@H]1[C@H]([C@H]2[C@@](O2)(/C=C/C(=O)[C@@H](C[C@@H]([C@@H]([C@H]([C@@H](CC(=O)O1)O)C)O[C@H]3[C@@H]([C@H](C[C@H](O3)C)N(C)C)O)CC=O)C)C)C (rosaramicin). Solvent: C(C)O (ethanol), C(C)OCC (diethyl ether). Run at time 15 minute. The product is CC[C@@H]1[C@H]([C@H]2[C@@](O2)(/C=C/C(=O)[C@@H](C[C@@H]([C@@H]([C@H]([C@@H](CC(=O)O1)O)C)O[C@H]3[C@@H]([C@H](C[C@H](O3)C)N(C)C)O)CC=O)C)C)C.C(=O)([O-])C(O)C(O)C(=O)[O-] (Rosaramicin Tartrate). RXN SMILES: [CH3:1][CH2:2][C@H:3]1[O:21][C:19](=[O:20])[CH2:18][C@@H:17]([OH:22])[C@H:16]([CH3:23])[C@@H:15]([O:24][C@@H:25]2[O:30][C@H:29]([CH3:31])[CH2:28][C@H:27]([N:32]([CH3:34])[CH3:33])[C@H:26]2[OH:35])[C@@H:14]([CH2:36][CH:37]=[O:38])[CH2:13][C@@H:12]([CH3:39])[C:10](=[O:11])[CH:9]=[CH:8][C@:6]2([CH3:40])[O:7][C@H:5]2[C@@H:4]1[CH3:41].[C:42]([OH:51])(=[O:50])[CH:43]([CH:45]([C:47]([OH:49])=[O:48])[OH:46])[OH:44].O>C(OCC)C.C(O)C>[CH3:1][CH2:2][C@H:3]1[O:21][C:19](=[O:20])[CH2:18][C@@H:17]([OH:22])[C@H:16]([CH3:23])[C@@H:15]([O:24][C@@H:25]2[O:30][C@H:29]([CH3:31])[CH2:28][C@H:27]([N:32]([CH3:33])[CH3:34])[C@H:26]2[OH:35])[C@@H:14]([CH2:36][CH:37]=[O:38])[CH2:13][C@@H:12]([CH3:39])[C:10](=[O:11])[CH:9]=[CH:8][C@:6]2([CH3:40])[O:7][C@H:5]2[C@@H:4]1[CH3:41].[C:47]([CH:45]([CH:43]([C:42]([O-:51])=[O:50])[OH:44])[OH:46])([O-:49])=[O:48] |f:5.6|. Procedure details: Dissolve 1 gm of rosaramicin in 50 ml of diethyl ether; add a solution of 250 mg of tartaric acid in 1.5 ml of ethanol. Stir the resulting mixture for about 15 minutes, then filter the precipitated salt. Wash the precipitate with diethyl ether; dry the precipitate and obtain thereby the title product, m.p. 129°-134° C., [α]D20 =-12° (C=0.3% water).